Dataset: the Open Reaction Database (ORD), a public repository of structured organic reaction records. Task: describe an organic reaction: reactants, conditions, products, and yield Starting materials: [H][H] (hydrogen), [N+](=O)([O-])[O-].[Ru+3].[N+](=O)([O-])[O-].[N+](=O)([O-])[O-].[N+](=O)(O)[O-].C(C)(=O)[O-].[La+3].C(C)(=O)[O-].C(C)(=O)[O-] (ruthenium nitrate lanthanum acetate nitric acid), [N+](=O)([O-])[O-].[La+3].[N+](=O)([O-])[O-].[N+](=O)([O-])[O-] (lanthanum nitrate). Product: [N+](=O)([O-])[O-].[Ru+3].[N+](=O)([O-])[O-].[N+](=O)([O-])[O-].[N+](=O)(O)[O-].[N+](=O)([O-])[O-].[La+3].[N+](=O)([O-])[O-].[N+](=O)([O-])[O-] (ruthenium nitrate lanthanum nitrate nitric acid). As a reaction SMILES: [H][H].[N+:3]([O-:6])([O-:5])=[O:4].[Ru+3:7].[N+]([O-])([O-])=O.[N+]([O-])([O-])=O.[N+]([O-])(O)=O.C([O-])(=O)C.[La+3:24].C([O-])(=O)C.C([O-])(=O)C.[N+]([O-])([O-])=O.[La+3].[N+]([O-])([O-])=O.[N+]([O-])([O-])=O>>[N+:3]([O-:6])([O-:5])=[O:4].[Ru+3:7].[N+:3]([O-:6])([O-:5])=[O:4].[N+:3]([O-:6])([O-:5])=[O:4].[N+:3]([O-:6])([OH:5])=[O:4].[N+:3]([O-:6])([O-:5])=[O:4].[La+3:24].[N+:3]([O-:6])([O-:5])=[O:4].[N+:3]([O-:6])([O-:5])=[O:4] |f:1.2.3.4.5.6.7.8.9,10.11.12.13,14.15.16.17.18.19.20.21.22|. Procedure: Three specimens of electrode for hydrogen generation were prepared as in Example 1 except that the lanthanum acetate of Example 1 was replaced by lanthanum nitrate and a ruthenium nitrate-lanthanum nitrate nitric acid solution was prepared with a Ru/La atom ratio of 50/50. Reactants: N#CCCCCN(OCc1ccccc1)C(=O)CCCCCCCN(OCc1ccccc1)C(=O)CCCCCCCNOCc1ccccc1, N#CCCCCN(OCc1ccccc1)C(=O)CCCCCl, CC(=O)Cl, CCOC(C)=O, CCCCCC. The product is CC(=O)N(CCCCCCCC(=O)N(CCCCCCCC(=O)N(CCCCC#N)OCc1ccccc1)OCc1ccccc1)OCc1ccccc1. As a reaction SMILES: [CH2:1]([c:2]1[cH:3][cH:4][cH:5][cH:6][cH:7]1)[O:8][N:9]([CH2:10][CH2:11][CH2:12][CH2:13][C:14]#[N:15])[C:16]([CH2:17][CH2:18][CH2:19][CH2:20][CH2:21][CH2:22][CH2:23][N:24]([C:25]([CH2:26][CH2:27][CH2:28][CH2:29][CH2:30][CH2:31][CH2:32][NH:33][O:34][CH2:35][c:36]1[cH:37][cH:38][cH:39][cH:40][cH:41]1)=[O:42])[O:43][CH2:44][c:45]1[cH:46][cH:47][cH:48][cH:49][cH:50]1)=[O:51].[CH2:56]([O:57][N:58]([CH2:59][CH2:60][CH2:61][CH2:62][C:63]#[N:64])[C:65](=[O:66])[CH2:67][CH2:68][CH2:69][CH2:70][Cl:71])[c:72]1[cH:73][cH:74][cH:75][cH:76][cH:77]1.[CH3:52][C:53]([Cl:54])=[O:55].[CH3:78][CH2:79][O:80][C:81]([CH3:82])=[O:83].[CH3:84][CH2:85][CH2:86][CH2:87][CH2:88][CH3:89]>>[CH2:1]([c:2]1[cH:3][cH:4][cH:5][cH:6][cH:7]1)[O:8][N:9]([CH2:10][CH2:11][CH2:12][CH2:13][C:14]#[N:15])[C:16]([CH2:17][CH2:18][CH2:19][CH2:20][CH2:21][CH2:22][CH2:23][N:24]([C:25]([CH2:26][CH2:27][CH2:28][CH2:29][CH2:30][CH2:31][CH2:32][N:33]([O:34][CH2:35][c:36]1[cH:37][cH:38][cH:39][cH:40][cH:41]1)[C:53]([CH3:52])=[O:55])=[O:42])[O:43][CH2:44][c:45]1[cH:46][cH:47][cH:48][cH:49][cH:50]1)=[O:51]. Reactants: ClC=1NC2=C(N1)C=CC=C2 (2-chloro-benzimidazole), ClC1=C(C=C(CBr)C=C1)C(F)(F)F (4-chloro-3-trifluoromethylbenzyl bromide), FC=1C=C(CN)C=CC1F (3,4-difluorobenzylamine). Yields the product ClC1=C(C=C(CN2C(=NC3=C2C=CC=C3)NCC3=CC(=C(C=C3)F)F)C=C1)C(F)(F)F (N-[1-(4-Chloro-3-trifluoromethylbenzyl)benzimidazol-2-yl]-3,4-difluorobenzylamine). As a reaction SMILES: Cl[C:2]1[NH:3][C:4]2[CH:10]=[CH:9][CH:8]=[CH:7][C:5]=2[N:6]=1.[Cl:11][C:12]1[CH:19]=[CH:18][C:15]([CH2:16]Br)=[CH:14][C:13]=1[C:20]([F:23])([F:22])[F:21].[F:24][C:25]1[CH:26]=[C:27]([CH:30]=[CH:31][C:32]=1[F:33])[CH2:28][NH2:29]>>[Cl:11][C:12]1[CH:19]=[CH:18][C:15]([CH2:16][N:6]2[C:5]3[CH:7]=[CH:8][CH:9]=[CH:10][C:4]=3[N:3]=[C:2]2[NH:29][CH2:28][C:27]2[CH:30]=[CH:31][C:32]([F:33])=[C:25]([F:24])[CH:26]=2)=[CH:14][C:13]=1[C:20]([F:23])([F:22])[F:21]. Procedure details: The title compound was prepared by Procedure B in two steps from 2-chloro-benzimidazole, 4-chloro-3-trifluoromethylbenzyl bromide and 3,4-difluorobenzylamine. The product was isolated by preparative LCMS to give the title compound as the free base (off-white solid, mp 158-161° C.). MS(ES+) m/z 452 ([M+1]+, 100). 1NMR (DMSO-d6) δ 4.55 (s, 2H), 5.36 (s, 2H), 6.87-6.98 (m, 2H), 7.13-7.37 (m, 6H), 7.50-7.55 (m, 1H), 7.68-7.71 (m, 2H). Reactants: C#CCCC1COC(=O)N1, Cn1cc(C(=O)NCc2ccc(Cl)cc2)c(=O)c2cc(CN3CCOCC3)cc(I)c21, [Cu]I, CN(C)C=O, Cl[Pd]Cl, c1ccc(P(c2ccccc2)c2ccccc2)cc1, c1ccc(P(c2ccccc2)c2ccccc2)cc1. The product is Cn1cc(C(=O)NCc2ccc(Cl)cc2)c(=O)c2cc(CN3CCOCC3)cc(C#CCCC3COC(=O)N3)c21. Reaction SMILES: [CH2:32]([CH2:33][C:34]#[CH:35])[CH:36]1[NH:37][C:38](=[O:41])[O:39][CH2:40]1.[Cl:1][c:2]1[cH:3][cH:4][c:5]([CH2:6][NH:7][C:8](=[O:9])[c:10]2[cH:11][n:12]([CH3:29])[c:13]3[c:14]([I:28])[cH:15][c:16]([CH2:21][N:22]4[CH2:23][CH2:24][O:25][CH2:26][CH2:27]4)[cH:17][c:18]3[c:19]2=[O:20])[cH:30][cH:31]1.[Cu:83][I:84].[O:85]=[CH:86][N:87]([CH3:88])[CH3:89].[Pd:42]([Cl:43])[Cl:44].[c:45]1([P:46]([c:47]2[cH:48][cH:49][cH:50][cH:51][cH:52]2)[c:53]2[cH:54][cH:55][cH:56][cH:57][cH:58]2)[cH:59][cH:60][cH:61][cH:62][cH:63]1.[c:64]1([P:65]([c:66]2[cH:67][cH:68][cH:69][cH:70][cH:71]2)[c:72]2[cH:73][cH:74][cH:75][cH:76][cH:77]2)[cH:78][cH:79][cH:80][cH:81][cH:82]1>>[Cl:1][c:2]1[cH:3][cH:4][c:5]([CH2:6][NH:7][C:8](=[O:9])[c:10]2[cH:11][n:12]([CH3:29])[c:13]3[c:14]([C:35]#[C:34][CH2:33][CH2:32][CH:36]4[NH:37][C:38](=[O:41])[O:39][CH2:40]4)[cH:15][c:16]([CH2:21][N:22]4[CH2:23][CH2:24][O:25][CH2:26][CH2:27]4)[cH:17][c:18]3[c:19]2=[O:20])[cH:30][cH:31]1. The reactants are FC1=CC2=C(C(NC3=NC=CC=C23)=O)C=C1 (9-Fluoro-5H-benzo[c][1,8]naphthyridin-6-one), OC1=CC=C(C=C1)NC(C)=O (N-(4-hydroxyphenyl)acetamide), C([O-])([O-])=O.[K+].[K+] (potassium carbonate). Run in CN(C)C=O (DMF). Run at temperature 180 celsius, time 20 minute. Product: O=C1NC2=NC=CC=C2C2=C1C=CC(=C2)OC2=CC=C(C=C2)NC(C)=O (N-[4-(6-Oxo-5,6-dihydro-benzo[c][1,8]naphthyridin-9-yloxy)-phenyl]-acetamide). Yield: 73.2%. RXN SMILES: F[C:2]1[CH:16]=[CH:15][C:5]2[C:6](=[O:14])[NH:7][C:8]3[C:13]([C:4]=2[CH:3]=1)=[CH:12][CH:11]=[CH:10][N:9]=3.[OH:17][C:18]1[CH:23]=[CH:22][C:21]([NH:24][C:25](=[O:27])[CH3:26])=[CH:20][CH:19]=1.C(=O)([O-])[O-].[K+].[K+]>CN(C=O)C>[O:14]=[C:6]1[C:5]2[CH:15]=[CH:16][C:2]([O:17][C:18]3[CH:19]=[CH:20][C:21]([NH:24][C:25](=[O:27])[CH3:26])=[CH:22][CH:23]=3)=[CH:3][C:4]=2[C:13]2[C:8](=[N:9][CH:10]=[CH:11][CH:12]=2)[NH:7]1 |f:2.3.4|. Procedure: 9-Fluoro-5H-benzo[c][1,8]naphthyridin-6-one (40 mg, 0.19 mmol), N-(4-hydroxyphenyl)acetamide (85 mg, 0.56 mmol), and potassium carbonate (129 mg, 0.93 mmol) were suspended in DMF (1.5 mL), and stirred for 20 minutes at 180° C. in the microwave. The reaction mixture was quenched with H2O. The resulting precipitate was filtered, and washed with H2O. The precipitate was triturated with MeOH, filtered, washed with MeOH, and dried under vacuum to provide 81 (48 mg, 74% yield) as a tan solid. LC-MS (M... Reactants: CCN, CC#N, [I-], CCOC(=O)C(CCOS(C)(=O)=O)Oc1cc(Oc2ccc(C(=O)N3CCC3)nc2)cc(C(=O)Nc2cnc(C)cn2)c1, [Na+]. Product: CCN1CCC(Oc2cc(Oc3ccc(C(=O)N4CCC4)nc3)cc(C(=O)Nc3cnc(C)cn3)c2)C1=O. Reaction SMILES: [CH3:46][CH2:47][NH2:48].[CH3:49][C:50]#[N:51].[I-:45].[N:1]1([C:5](=[O:6])[c:7]2[cH:8][cH:9][c:10]([O:13][c:14]3[cH:15][c:16]([O:17][CH:18]([C:19](=[O:20])[O:28][CH2:29][CH3:30])[CH2:24][CH2:25][O:21][S:22]([CH3:23])(=[O:26])=[O:27])[cH:31][c:32]([C:34]([NH:35][c:36]4[n:37][cH:38][c:39]([CH3:42])[n:40][cH:41]4)=[O:43])[cH:33]3)[cH:11][n:12]2)[CH2:2][CH2:3][CH2:4]1.[Na+:44]>>[N:1]1([C:5](=[O:6])[c:7]2[cH:8][cH:9][c:10]([O:13][c:14]3[cH:15][c:16]([O:17][CH:18]4[C:19](=[O:20])[N:48]([CH2:47][CH3:46])[CH2:25][CH2:24]4)[cH:31][c:32]([C:34]([NH:35][c:36]4[n:37][cH:38][c:39]([CH3:42])[n:40][cH:41]4)=[O:43])[cH:33]3)[cH:11][n:12]2)[CH2:2][CH2:3][CH2:4]1. Starting materials: C(C)OC(C(CC1CC(CCC1=O)CC1=CC=C(C=C1)OC)C#N)=O (2-Cyano-3-[3-(4-methoxyphenyl)methyl-6-oxocyclohexanyl]propanoic acid ethyl ester), C(C)(=O)[O-].[NH4+] (ammonium acetate). Run in O (water), CO (methanol). Run at time 2 hour. Yields the product COC1=CC=C(C=C1)CC1CC=2CC(C(NC2CC1)=O)C#N (3,4,5,6,7,8-Hexahydro-6-((4-methoxyphenyl)methyl)quinolin-2[1H]-one-3-carbonitrile). As a reaction SMILES: C([O:3][C:4](=O)[CH:5]([C:23]#[N:24])[CH2:6][CH:7]1[C:12](=O)[CH2:11][CH2:10][CH:9]([CH2:14][C:15]2[CH:20]=[CH:19][C:18]([O:21][CH3:22])=[CH:17][CH:16]=2)[CH2:8]1)C.C([O-])(=O)C.[NH4+:30]>CO.O>[CH3:22][O:21][C:18]1[CH:19]=[CH:20][C:15]([CH2:14][CH:9]2[CH2:10][CH2:11][C:12]3[NH:30][C:4](=[O:3])[CH:5]([C:23]#[N:24])[CH2:6][C:7]=3[CH2:8]2)=[CH:16][CH:17]=1 |f:1.2|. Procedure: 2-Cyano-3-[3-(4-methoxyphenyl)methyl-6-oxocyclohexanyl]propanoic acid ethyl ester (1 g) (prepared as described in Example 5(a)) in methanol (10 ml) was treated with ammonium acetate (2.2 g) and left to stir at room temperature for 2 hours. The reaction mixture was diluted with water and a solid crystallised out. The solid was mixed with water and methanol, and the methanol removed under reduced pressure. The mixture was extracted into ethyl acetate, dried (MgSO4), and solvent evaporated to give ...